From a dataset of the Open Reaction Database (ORD), a public repository of structured organic reaction records. describe an organic reaction: reactants, conditions, products, and yield Reactants: COC1=CC(=C(CN2N=CC3=CC(=CC=C23)\C=C/2\C(NC(S2)=O)=O)C=C1)C(F)(F)F ((5Z)-5-({1-[4-methoxy-2-(trifluoromethyl)benzyl]-1H-indazol-5-yl}methylidene)-2,4-dioxo-1,3-thiazolidine), Cl.ClCCN1CCCC1 (1-(2-chloroethyl)pyrrolidine hydrochloride). The product is COC1=CC(=C(CN2N=CC3=CC(=CC=C23)\C=C/2\C(N(C(S2)=O)CCN2CCCC2)=O)C=C1)C(F)(F)F ((5Z)-5-({1-[4-Methoxy-2-(trifluoromethyl)benzyl]-1H-indazol-5-yl}methylidene)-3-(2-pyrrolidin-1-ylethyl)-1,3-thiazolidine-2,4-dione). Reaction SMILES: [CH3:1][O:2][C:3]1[CH:26]=[CH:25][C:6]([CH2:7][N:8]2[C:16]3[C:11](=[CH:12][C:13](/[CH:17]=[C:18]4/[C:19](=[O:24])[NH:20][C:21](=[O:23])[S:22]/4)=[CH:14][CH:15]=3)[CH:10]=[N:9]2)=[C:5]([C:27]([F:30])([F:29])[F:28])[CH:4]=1.Cl.Cl[CH2:33][CH2:34][N:35]1[CH2:39][CH2:38][CH2:37][CH2:36]1>>[CH3:1][O:2][C:3]1[CH:26]=[CH:25][C:6]([CH2:7][N:8]2[C:16]3[C:11](=[CH:12][C:13](/[CH:17]=[C:18]4/[C:19](=[O:24])[N:20]([CH2:33][CH2:34][N:35]5[CH2:39][CH2:38][CH2:37][CH2:36]5)[C:21](=[O:23])[S:22]/4)=[CH:14][CH:15]=3)[CH:10]=[N:9]2)=[C:5]([C:27]([F:30])([F:29])[F:28])[CH:4]=1 |f:1.2|. Procedure: (5Z)-5-({1-[4-Methoxy-2-(trifluoromethyl)benzyl]-1H-indazol-5-yl}methylidene)-3-(2-pyrrolidin-1-ylethyl)-1,3-thiazolidine-2,4-dione was prepared from [(5Z)-5-({1-[4-methoxy-2-(trifluoromethyl)benzyl]-1H-indazol-5-yl}methylidene)-2,4-dioxo-1,3-thiazolidine (from Example 8) and 1-(2-chloroethyl)pyrrolidine hydrochloride following General Procedure H. Reactants: Cl.N[C@@H]1CC[C@H](CC1)NC(C)=O (N-(trans-4-aminocyclohexyl)acetamide hydrochloride), CCN(C(C)C)C(C)C (DIPEA), FC=1C=C(C=CC1[N+](=O)[O-])CO ((3-fluoro-4-nitrophenyl)methanol). Solvent: C(C)#N (ACN). Run at temperature 80 celsius, time 8 hour. Product: OCC=1C=CC(=C(C1)N[C@@H]1CC[C@H](CC1)NC(C)=O)[N+](=O)[O-] (N-(trans-4-(5-(hydroxymethyl)-2-nitrophenylamino)cyclohexyl)acetamide). Isolated yield 17.2%. As a reaction SMILES: Cl.[NH2:2][C@H:3]1[CH2:8][CH2:7][C@H:6]([NH:9][C:10](=[O:12])[CH3:11])[CH2:5][CH2:4]1.CCN(C(C)C)C(C)C.F[C:23]1[CH:24]=[C:25]([CH2:32][OH:33])[CH:26]=[CH:27][C:28]=1[N+:29]([O-:31])=[O:30]>C(#N)C>[OH:33][CH2:32][C:25]1[CH:26]=[CH:27][C:28]([N+:29]([O-:31])=[O:30])=[C:23]([NH:2][C@H:3]2[CH2:4][CH2:5][C@H:6]([NH:9][C:10](=[O:12])[CH3:11])[CH2:7][CH2:8]2)[CH:24]=1 |f:0.1|. Reported procedure: To a suspension of N-(trans-4-aminocyclohexyl)acetamide hydrochloride (200 mg, 1.038 mmol) and DIPEA (0.494 mL, 2.83 mmol) in ACN (2 mL) was added (3-fluoro-4-nitrophenyl)methanol (161 mg, 0.944 mmol). The resulting mixture was stirred overnight at 80° C. After 16 hours, the reaction was concentrated and the residue purified by column chromatography, eluting with 0-10% MeOH in DCM, to provide N-(trans-4-(5-(hydroxymethyl)-2-nitrophenylamino)cyclohexyl)acetamide as a yellow powder (50 mg, 17.24% ...